This data is from the Open Reaction Database (ORD), a public repository of structured organic reaction records. The task is: describe an organic reaction: reactants, conditions, products, and yield The reactants are C(C)(C)NC(C)C (diisopropylamine), C(CCC)[Li] (butyllithium), hexanes, XII, C(C=C)Br (allyl bromide), CN(C)P(=O)(N(C)C)N(C)C (HMPA), CC(C(=O)OC)C(C)(C)C (methyl 2,3,3-trimethylbutyrate), C=C1CC1 (methylenecyclopropane), 3,5,5-trialkyl-3,5-dihydro-4H-1,2,3-triazol-4-ones. Solvent: C1CCOC1 (THF), C1CCOC1 (THF), C1CCOC1 (THF). Run at time 2 hour. Yields the product C(C)(C)[N-]C(C)C.[Li+] (lithium diisopropylamide), CC(C(=O)OC)C(C)(C)C (Methyl 2,3,3-trimethylbutyrate), brown colored liquid. Reaction SMILES: [CH:1]([NH:4][CH:5]([CH3:7])[CH3:6])([CH3:3])[CH3:2].C([Li:12])CCC.[CH3:13][CH:14]([C:19]([CH3:22])([CH3:21])[CH3:20])[C:15]([O:17][CH3:18])=[O:16].C=C1CC1.C(Br)C=C.CN(P(N(C)C)(N(C)C)=O)C>C1COCC1>[CH:1]([N-:4][CH:5]([CH3:7])[CH3:6])([CH3:3])[CH3:2].[Li+:12].[CH3:13][CH:14]([C:19]([CH3:22])([CH3:21])[CH3:20])[C:15]([O:17][CH3:18])=[O:16] |f:7.8|. Reported procedure: A solution of lithium diisopropylamide was prepared by treating diisopropylamine (40.91 g, 405 mmol) in dry THF (350 mL) with butyllithium in hexanes (2.5 M, 154.4 mL, 386 mmol) at 0° C. for 15 min in a nitrogen atmosphere. Then a solution of methyl 2,3,3-trimethylbutyrate (38.88 g, 270 mmol) in THF (30 mL) was added slowly, and the mixture was stirred. Methyl 2,3,3-trimethylbutyrate was prepared as in Quast H, Meichsner G, Seiferling B (1986) "Photochemical formation of methylenecyclopropane an... Starting materials: O (water), C(C1=CC=CC=C1)OC[C@@H]1OCCC[C@H]1O (trans-2-benzyloxymethyltetrahydropyran-3-ol), C(CCCCCCCCCCCCCCC)Br (hexadecyl bromide), [H-].[Na+] (sodium hydride). The solvent is CN(C=O)C (dimethylformamide), CN(C=O)C (dimethylformamide). Reaction conditions: time 60 minute. Product: C(C1=CC=CC=C1)OC[C@@H]1OCCC[C@H]1OCCCCCCCCCCCCCCCC (trans-2-Benzyloxymethyl-3-hexadecyloxytetrahydropyran). Reaction SMILES: [CH2:1]([O:8][CH2:9][C@H:10]1[C@H:15]([OH:16])[CH2:14][CH2:13][CH2:12][O:11]1)[C:2]1[CH:7]=[CH:6][CH:5]=[CH:4][CH:3]=1.[H-].[Na+].[CH2:19](Br)[CH2:20][CH2:21][CH2:22][CH2:23][CH2:24][CH2:25][CH2:26][CH2:27][CH2:28][CH2:29][CH2:30][CH2:31][CH2:32][CH2:33][CH3:34].O>CN(C)C=O>[CH2:1]([O:8][CH2:9][C@H:10]1[C@H:15]([O:16][CH2:34][CH2:33][CH2:32][CH2:31][CH2:30][CH2:29][CH2:28][CH2:27][CH2:26][CH2:25][CH2:24][CH2:23][CH2:22][CH2:21][CH2:20][CH3:19])[CH2:14][CH2:13][CH2:12][O:11]1)[C:2]1[CH:3]=[CH:4][CH:5]=[CH:6][CH:7]=1 |f:1.2|. Procedure: A solution of 2.22 g of dl-trans-2-benzyloxymethyltetrahydropyran-3-ol (prepared as described in Preparation 2) in 10 ml of dimethylformamide was added dropwise, with ice-cooling, to 10 ml of dimethylformamide containing 0.480 g of a 55% w/w suspension of sodium hydride in mineral oil. The reaction mixture was stirred at room temperature for 60 minutes, after which 5.49 g of hexadecyl bromide were added, and the resulting mixture was stirred for a further 4 hours. Finally, the mixture was stirre... The reactants are C(C)(=O)ON=C(C)C1=C(C=CC=C1O)O (1-(2,6-dihydroxyphenyl)ethanone O-acetyloxime), C(C)(=O)ON=C(C)C1=C(C=CC=C1O)O (1-(2,6-dihydroxyphenyl)ethanone O-acetyloxime), Cl (HCl), aqueous solution. The solvent is N1=CC=CC=C1 (pyridine). Product: CC1=NOC=2C1=C(C=CC2)O (3-methyl-1,2-benzisoxazol-4-ol). Yield: 44.0%. As a reaction SMILES: C(O[N:5]=[C:6]([C:8]1[C:13]([OH:14])=[CH:12][CH:11]=[CH:10][C:9]=1[OH:15])[CH3:7])(=O)C.Cl>N1C=CC=CC=1>[CH3:7][C:6]1[C:8]2=[C:13]([OH:14])[CH:12]=[CH:11][CH:10]=[C:9]2[O:15][N:5]=1. Reported procedure: To 1-(2,6-dihydroxyphenyl)ethanone O-acetyloxime (Intermediate 9, 437 mg) pyridine (4.0 ml) was added and the reaction mixture was stirred at reflux for 2 hours. After the addition of HCl (4.0 ml of a 5M aqueous solution), the mixture was extracted 3 times with Et2O and the collected organic layers were washed with HCl (1M, aqueous solution). The organic phase was dried over sodium sulphate and filtered. Evaporation afforded the title compound (137 mg). The reactants are Cc1ccccc1, CC(C)(C)OC(=O)C(=Cc1ccccc1Cl)C(=O)c1ccccc1O, NC(N)=S, Cc1ccc(S(=O)(=O)O)cc1. The product is O=C1CC(c2ccccc2Cl)Oc2ccccc21. RXN SMILES: [CH3:41][c:42]1[cH:43][cH:44][cH:45][cH:46][cH:47]1.[Cl:1][c:2]1[c:3]([CH:8]=[C:9]([C:10]([O:11][C:12]([CH3:13])([CH3:14])[CH3:15])=[O:16])[C:17](=[O:18])[c:19]2[c:20]([OH:25])[cH:21][cH:22][cH:23][cH:24]2)[cH:4][cH:5][cH:6][cH:7]1.[NH2:37][C:38](=[S:39])[NH2:40].[c:26]1([CH3:27])[cH:28][cH:29][c:30]([S:31]([OH:32])(=[O:33])=[O:34])[cH:35][cH:36]1>>[Cl:1][c:2]1[c:3]([CH:8]2[CH2:9][C:17](=[O:18])[c:19]3[c:20]([cH:21][cH:22][cH:23][cH:24]3)[O:25]2)[cH:4][cH:5][cH:6][cH:7]1. Reactants: C(C=1C(N)=CC=CC1)(=O)O (anthranilic acid), ClCCCBr (1-chloro-3-bromopropane), N1CCCCC1 (piperidine), NC1=CC=CC=C1 (aniline), C(C1=CC=C(C=C1)OC)=O (4-anisaldehyde). Yields the product N1(CCCCC1)CCCOC1=CC=C(C=C1)C1=NC2=CC=CC=C2C(N1C1=CC=CC=C1)=O (2-[4-(3-Piperidin-1-ylpropoxy)phenyl]-3-phenyl-4(3H)-quinazolinone). RXN SMILES: [C:1]([OH:10])(=O)[C:2]1[C:3](=[CH:5][CH:6]=[CH:7][CH:8]=1)[NH2:4].[NH2:11][C:12]1[CH:17]=[CH:16][CH:15]=[CH:14][CH:13]=1.[CH:18](=O)[C:19]1[CH:24]=[CH:23][C:22]([O:25][CH3:26])=[CH:21][CH:20]=1.Cl[CH2:29][CH2:30][CH2:31]Br.[NH:33]1[CH2:38][CH2:37]C[CH2:35][CH2:34]1>>[N:33]1([CH2:38][CH2:37][CH2:26][O:25][C:22]2[CH:23]=[CH:24][C:19]([C:18]3[N:11]([C:12]4[CH:17]=[CH:16][CH:15]=[CH:14][CH:13]=4)[C:1](=[O:10])[C:2]4[C:3](=[CH:5][CH:6]=[CH:7][CH:8]=4)[N:4]=3)=[CH:20][CH:21]=2)[CH2:34][CH2:35][CH2:31][CH2:30][CH2:29]1. Procedure details: The entitled compound was obtained according to the method of Example 1 but starting from anthranilic acid, aniline, 4-anisaldehyde, 1-chloro-3-bromopropane and piperidine. The reactants are COC(=O)Cc1ccc(Cl)cc1Oc1ccc(C)cc1, ClC(Cl)(Cl)Cl, CC(C)(C#N)N=NC(C)(C)C#N, O=C1CCC(=O)N1Br. Product: COC(=O)Cc1ccc(Cl)cc1Oc1ccc(CBr)cc1. As a reaction SMILES: [CH3:1][c:2]1[cH:3][cH:4][c:5]([O:6][c:7]2[c:8]([CH2:14][C:15](=[O:16])[O:17][CH3:18])[cH:9][cH:10][c:11]([Cl:13])[cH:12]2)[cH:19][cH:20]1.[Cl:41][C:42]([Cl:43])([Cl:44])[Cl:45].[N:29]#[C:30][C:31]([N:32]=[N:33][C:34]([C:35]#[N:36])([CH3:37])[CH3:38])([CH3:39])[CH3:40].[O:21]=[C:22]1[N:23]([Br:28])[C:24](=[O:25])[CH2:26][CH2:27]1>>[CH2:1]([c:2]1[cH:3][cH:4][c:5]([O:6][c:7]2[c:8]([CH2:14][C:15](=[O:16])[O:17][CH3:18])[cH:9][cH:10][c:11]([Cl:13])[cH:12]2)[cH:19][cH:20]1)[Br:28]. Starting materials: [BH4-], CCN1C(=O)c2ccccc2C1=O, CO, [K+]. The product is CCN1C(=O)c2ccccc2C1O. As a reaction SMILES: [BH4-:16].[CH2:1]([CH3:2])[N:3]1[C:4](=[O:13])[c:5]2[c:6]([cH:9][cH:10][cH:11][cH:12]2)[C:7]1=[O:8].[CH3:14][OH:15].[K+:17]>>[CH2:1]([CH3:2])[N:3]1[C:4](=[O:13])[c:5]2[c:6]([cH:9][cH:10][cH:11][cH:12]2)[CH:7]1[OH:8].